This data is from the Open Reaction Database (ORD), a public repository of structured organic reaction records. The task is: describe an organic reaction: reactants, conditions, products, and yield Starting materials: CCO, O=[N+]([O-])c1ccc(Cl)nc1Cl, N. Product: Nc1nc(Cl)ccc1[N+](=O)[O-]. As a reaction SMILES: [CH3:13][CH2:14][OH:15].[Cl:1][c:2]1[n:3][c:4]([Cl:11])[c:5]([N+:8](=[O:9])[O-:10])[cH:6][cH:7]1.[NH3:12]>>[Cl:1][c:2]1[n:3][c:4]([NH2:12])[c:5]([N+:8](=[O:9])[O-:10])[cH:6][cH:7]1.